From a dataset of the Open Reaction Database (ORD), a public repository of structured organic reaction records. describe an organic reaction: reactants, conditions, products, and yield The reactants are CCOCC, CCC(CC)c1cc(C)[nH]c1C(=O)NC, CN(C)C=O, NCl, [H-], [Na+], [Na+], [Na+], O=S([O-])([O-])=S. The product is CCC(CC)c1cc(C)n(N)c1C(=O)NC. RXN SMILES: [CH2:18]([O:19][CH2:20][CH3:21])[CH3:22].[CH2:3]([CH3:4])[CH:5]([CH2:6][CH3:7])[c:8]1[c:9]([C:14](=[O:15])[NH:16][CH3:17])[nH:10][c:11]([CH3:13])[cH:12]1.[CH3:32][N:33]([CH3:34])[CH:35]=[O:36].[Cl:23][NH2:24].[H-:1].[Na+:2].[Na+:30].[Na+:31].[S:25]([O-:26])([O-:27])(=[O:28])=[S:29]>>[CH2:3]([CH3:4])[CH:5]([CH2:6][CH3:7])[c:8]1[c:9]([C:14](=[O:15])[NH:16][CH3:17])[n:10]([NH2:24])[c:11]([CH3:13])[cH:12]1. Starting materials: OC1=CC=C(C(=O)O)C=C1 (4-hydroxybenzoic acid), C=1(C(C)=CC(O)=CC1)O (toluhydroquinone), O.C1(=CC=C(C=C1)S(=O)(=O)O)C (p-toluenesulfonic acid monohydrate), CC=1C=CC=CC1C (o-xylene). Run in C(C)(=O)OCC (ethyl acetate), C1(=CC=CC=C1)C (toluene). Conditions: temperature 178 celsius, time 30 minute. The product is C1=CC=C(C(=C1)C2=CC(=CC=C2)O)O (diphenol). As a reaction SMILES: [OH:1][C:2]1C=C[C:5]([C:6](O)=O)=[CH:4][CH:3]=1.[C:11]1(O)[C:12](=[CH:14][C:15](=[CH:17][CH:18]=1)[OH:16])[CH3:13].O.C1(C)C=CC(S(O)(=O)=O)=CC=1.CC1C=CC=CC=1C>C(OCC)(=O)C.C1(C)C=CC=CC=1>[CH:5]1[CH:6]=[C:13]([C:12]2[CH:11]=[CH:18][CH:17]=[C:15]([OH:16])[CH:14]=2)[C:2]([OH:1])=[CH:3][CH:4]=1 |f:2.3|. Procedure: A mixture consisting of 276.24 g 4-hydroxybenzoic acid, 124.12 g toluhydroquinone, 20.00 g p-toluenesulfonic acid monohydrate and 1800 ml o-xylene in a chemical reactor equipped with stirrer, thermometer and separator for the azeotropic removal of water under reflux is heated to reflux in an oil bath of 178° C. Refluxing and separation of water starts at a vapour temperature of ca. 137° C. and is continued for a total of 18 hours with ca. 35 ml of water separated. A beige, slightly viscous suspe... Reactants: ClC=1C=C2CCCN(C2=CC1)[C@@H]1C(OCC1)=O ((S)-3-(6-chloro-3,4-dihydroquinolin-1-(2H)-yl)dihydrofuran-2-(3H)-one), C[Al](C)C (trimethylaluminium), CCCCCC (hexane), C1=CC(=CC=C1N)S(=O)(=O)NC2=NC=CS2 (sulfathiazole), Cl (HCl). Solvent: C(C)OC(C)=O (ethylacetate), ClCCl (dichloromethane), ClCCl (dichloromethane). The product is ClC=1C=C2CCCN(C2=CC1)[C@H](C(=O)NC1=CC=C(C=C1)S(NC=1SC=CN1)(=O)=O)CCO ((S)-2-(6-chloro-3,4-dihydroquinolin-1(2H)-yl)-4-hydroxy-N-(4-(N-thiazol-2-ylsulfamoyl)phenyl) butanamide). Yield: 29.4%. RXN SMILES: C[Al](C)C.CCCCCC.[CH:11]1[C:16]([NH2:17])=[CH:15][CH:14]=[C:13]([S:18]([NH:21][C:22]2[S:26][CH:25]=[CH:24][N:23]=2)(=[O:20])=[O:19])[CH:12]=1.[Cl:27][C:28]1[CH:29]=[C:30]2[C:35](=[CH:36][CH:37]=1)[N:34]([C@H:38]1[CH2:42][CH2:41][O:40][C:39]1=[O:43])[CH2:33][CH2:32][CH2:31]2.Cl>ClCCl.C(OC(=O)C)C>[Cl:27][C:28]1[CH:29]=[C:30]2[C:35](=[CH:36][CH:37]=1)[N:34]([C@@H:38]([CH2:42][CH2:41][OH:40])[C:39]([NH:17][C:16]1[CH:11]=[CH:12][C:13]([S:18](=[O:20])(=[O:19])[NH:21][C:22]3[S:26][CH:25]=[CH:24][N:23]=3)=[CH:14][CH:15]=1)=[O:43])[CH2:33][CH2:32][CH2:31]2. Reported procedure: Prepared using general procedure 58. Under an N2 atmosphere at RT, 2M-trimethylaluminium in hexane (19.2 mL, 38.4 mmol) was added drop wise to a stirring solution of sulfathiazole (9.81 g, 38.4 mmol) in dichloromethane (90 mL) in 30 minutes. Upon completion of addition, the mixture was stirred at RT for an hour. Added (S)-3-(6-chloro-3,4-dihydroquinolin-1-(2H)-yl)dihydrofuran-2-(3H)-one (10.7 g, 42.7 mol) in dichloromethane (90 mL) to above solution over 30 minutes. The mixture was stirred for 1...